This data is from the Open Reaction Database (ORD), a public repository of structured organic reaction records. The task is: describe an organic reaction: reactants, conditions, products, and yield Starting materials: C1CCOC1, COC(=O)c1cc(SC)c2ccc(Cl)cc2n1, Cl, [Li+], [OH-], O. The product is CSc1cc(C(=O)O)nc2cc(Cl)ccc12. RXN SMILES: [CH2:21]1[O:22][CH2:23][CH2:24][CH2:25]1.[CH3:1][O:2][C:3](=[O:4])[c:5]1[n:6][c:7]2[cH:8][c:9]([Cl:17])[cH:10][cH:11][c:12]2[c:13]([S:15][CH3:16])[cH:14]1.[ClH:20].[Li+:19].[OH-:18].[OH2:26]>>[O:2]=[C:3]([OH:4])[c:5]1[n:6][c:7]2[cH:8][c:9]([Cl:17])[cH:10][cH:11][c:12]2[c:13]([S:15][CH3:16])[cH:14]1.